This data is from the Open Reaction Database (ORD), a public repository of structured organic reaction records. The task is: describe an organic reaction: reactants, conditions, products, and yield Starting materials: ClC1=NN=C(C2=CC=CC=C12)NN (1-Chloro-4-hydrazinylphthalazine), intermediate 14a, CC1=CC(=NO1)C(=O)O (5-methylisoxazole-3-carboxylic acid). The product is ClC1=NN2C(C3=CC=CC=C13)=NN=C2C2=NOC(=C2)C (6-Chloro-3-(5-methyl-3-isoxazolyl)-1,2,4-triazolo[3,4-a]phthalazine). Reaction SMILES: [Cl:1][C:2]1[C:11]2[C:6](=[CH:7][CH:8]=[CH:9][CH:10]=2)[C:5]([NH:12][NH2:13])=[N:4][N:3]=1.[CH3:14][C:15]1[O:19][N:18]=[C:17]([C:20](O)=O)[CH:16]=1>>[Cl:1][C:2]1[C:11]2[C:6](=[CH:7][CH:8]=[CH:9][CH:10]=2)[C:5]2=[N:12][N:13]=[C:20]([C:17]3[CH:16]=[C:15]([CH3:14])[O:19][N:18]=3)[N:4]2[N:3]=1. Procedure details: Intermediate 14b was prepared in two steps from intermediate 11 in an analogous fashion to the preparation of intermediate 14a (see Example 1). Commercially available 5-methylisoxazole-3-carboxylic acid (12c) was used in the first step. The reactants are CCOC(=O)c1cn2c3c(cccc13)CCC2, CCO, [Na+], [OH-], O. Product: O=C(O)c1cn2c3c(cccc13)CCC2. As a reaction SMILES: [CH2:1]([CH3:2])[O:3][C:4](=[O:5])[c:6]1[cH:7][n:8]2[c:17]3[c:12]([cH:13][cH:14][cH:15][c:16]13)[CH2:11][CH2:10][CH2:9]2.[CH3:20][CH2:21][OH:22].[Na+:19].[OH-:18].[OH2:23]>>[O:3]=[C:4]([OH:5])[c:6]1[cH:7][n:8]2[c:17]3[c:12]([cH:13][cH:14][cH:15][c:16]13)[CH2:11][CH2:10][CH2:9]2.